This data is from the Open Reaction Database (ORD), a public repository of structured organic reaction records. The task is: describe an organic reaction: reactants, conditions, products, and yield The reactants are COC(C1=C(C(=CC=C1)N)N)=O (2,3-diamino-benzoic acid methyl ester), COC1=CC2=C(NC(=N2)CCCNC)C=C1OC ([3-(5,6-dimethoxy-1H-benzoimidazol-2-yl)-propyl]-methyl-amine). The product is COC(=O)C1=CC=CC=2NC(=NC21)CCCNC (2-(3-Methylamino-propyl)-1H-benzoimidazole-4-carboxylic acid methyl ester). As a reaction SMILES: [CH3:1][O:2][C:3](=[O:12])[C:4]1[CH:9]=[CH:8][CH:7]=[C:6]([NH2:10])[C:5]=1[NH2:11].CO[C:15]1C(OC)=C[C:18]2[NH:19][C:20](CCCNC)=N[C:17]=2[CH:16]=1>>[CH3:1][O:2][C:3]([C:4]1[C:5]2[N:11]=[C:15]([CH2:16][CH2:17][CH2:18][NH:19][CH3:20])[NH:10][C:6]=2[CH:7]=[CH:8][CH:9]=1)=[O:12]. Procedure details: Prepared from 2,3-diamino-benzoic acid methyl ester (J. Med. Chem. 2000, 43(22), 4084-4097) in analogy to the methods described for [3-(5,6-dimethoxy-1H-benzoimidazol-2-yl)-propyl]-methyl-amine. Reactants: FC(C(=O)OCC)(C)F (Ethyl 2,2-difluoropropanoate), FC1=CC=C(C=C1)N1N=CC2=CC(=CC=C12)O[C@@H]([C@H](C)N)C1=CC(=CC=C1)OC ((1R,2S)-1-{[1-(4-fluorophenyl)-1H-indazol-5-yl]oxy}-1-(3-methoxyphenyl)propan-2-amine). Solvent: C(C)#N (acetonitrile). Product: FC(C(=O)N[C@H]([C@@H](C1=CC(=CC=C1)OC)OC=1C=C2C=NN(C2=CC1)C1=CC=C(C=C1)F)C)(C)F (2,2-difluoro-N-((1R,2S)-1-(1-(4-fluorophenyl)-1H-indazol-5-yloxy)-1-(3-methoxyphenyl)propan-2-yl)propanamide). Reaction SMILES: [F:1][C:2]([F:9])([CH3:8])[C:3](OCC)=[O:4].[F:10][C:11]1[CH:16]=[CH:15][C:14]([N:17]2[C:25]3[C:20](=[CH:21][C:22]([O:26][C@H:27]([C:31]4[CH:36]=[CH:35][CH:34]=[C:33]([O:37][CH3:38])[CH:32]=4)[C@@H:28]([NH2:30])[CH3:29])=[CH:23][CH:24]=3)[CH:19]=[N:18]2)=[CH:13][CH:12]=1>C(#N)C>[F:1][C:2]([F:9])([CH3:8])[C:3]([NH:30][C@@H:28]([CH3:29])[C@H:27]([O:26][C:22]1[CH:21]=[C:20]2[C:25](=[CH:24][CH:23]=1)[N:17]([C:14]1[CH:13]=[CH:12][C:11]([F:10])=[CH:16][CH:15]=1)[N:18]=[CH:19]2)[C:31]1[CH:36]=[CH:35][CH:34]=[C:33]([O:37][CH3:38])[CH:32]=1)=[O:4]. Procedure: Ethyl 2,2-difluoropropanoate (400 μl) and (1R,2S)-1-(1-(4-fluorophenyl)-1H-indazol-5-yloxy)-1-(3-methoxyphenyl)propan-2-amine (6a, 135 mg, 0.34 mmol) was heated to 150° C. for 30 min. Then it was diluted with acetonitrile and purified by semiprep HPLC followed by flash chromatography on silica gel (n-heptane/ethyl acetate, 4:1) Yield 60 mg (36%). Reactants: NO[C@H](C(=O)OCC1=CC=C(C=C1)OC)CC(=O)OC(C)(C)C ((S)-4-tert-butyl 1-(4-methoxybenzyl) 2-(aminooxy)succinate), C(C)(C)(C)OC(=O)NC=1SC(=C(N1)C(C(=O)O)=O)Cl (2-(2-((tert-butoxycarbonyl)amino)-5-chlorothiazol-4-yl)-2-oxoacetic acid). Run in CO (Methanol). Conditions: time 2 hour. Yields the product C(C)(C)(C)OC(C[C@@H](C(=O)OCC1=CC=C(C=C1)OC)O\N=C(/C(=O)O)\C=1N=C(SC1Cl)NC(=O)OC(C)(C)C)=O ((S,Z)-2-(((4-(tert-butoxy)-1-((4-methoxybenzyl)oxy)-1,4-dioxobutan-2-yl)oxy)imino)-2-(2-((tert-butoxycarbonyl)amino)-5-chlorothiazol-4-yl)acetic acid). Isolated yield 67.5%. Reaction SMILES: [NH2:1][O:2][C@@H:3]([CH2:16][C:17]([O:19][C:20]([CH3:23])([CH3:22])[CH3:21])=[O:18])[C:4]([O:6][CH2:7][C:8]1[CH:13]=[CH:12][C:11]([O:14][CH3:15])=[CH:10][CH:9]=1)=[O:5].[C:24]([O:28][C:29]([NH:31][C:32]1[S:33][C:34]([Cl:42])=[C:35]([C:37](=O)[C:38]([OH:40])=[O:39])[N:36]=1)=[O:30])([CH3:27])([CH3:26])[CH3:25]>CO>[C:20]([O:19][C:17](=[O:18])[CH2:16][C@H:3]([O:2]/[N:1]=[C:37](/[C:35]1[N:36]=[C:32]([NH:31][C:29]([O:28][C:24]([CH3:27])([CH3:26])[CH3:25])=[O:30])[S:33][C:34]=1[Cl:42])\[C:38]([OH:40])=[O:39])[C:4]([O:6][CH2:7][C:8]1[CH:13]=[CH:12][C:11]([O:14][CH3:15])=[CH:10][CH:9]=1)=[O:5])([CH3:23])([CH3:22])[CH3:21]. Reported procedure: To a solution of (S)-4-tert-butyl 1-(4-methoxybenzyl) 2-(aminooxy)succinate (39.7 g, 122 mmol) in Methanol (300 mL) was added a solution of 2-(2-((tert-butoxycarbonyl)amino)-5-chlorothiazol-4-yl)-2-oxoacetic acid (Example 21b) (34 g, 111 mmol) at 0° C. Then the mixture was allowed to warm up to rt and stirred for 2 h. LCMS indicated completion of the reaction and the product as a mixture of Z/E isomer (19:1). The reaction mixture was concentrated and the residue was purified by reverse phase aut... The reactants are ClC(COC(=O)OCC=1SC=C(N1)C(=O)OCC)(Cl)Cl (ethyl 2-(2,2,2-trichloroethoxycarbonyloxymethyl)thiazole-4-carboxylate), [H-].C(C(C)C)[Al+]CC(C)C (diisobutylaluminum hydride). The solvent is C(Cl)Cl (CH2Cl2). Reaction conditions: time 10 hour. Yields the product ClC(COC(=O)OCC=1SC=C(N1)C=O)(Cl)Cl (2-(2,2,2-trichloroethoxycarbonyloxymethyl)thiazole-4-carboxaldehyde). Yield: 79.2%. As a reaction SMILES: [Cl:1][C:2]([Cl:20])([Cl:19])[CH2:3][O:4][C:5]([O:7][CH2:8][C:9]1[S:10][CH:11]=[C:12]([C:14](OCC)=[O:15])[N:13]=1)=[O:6].[H-].C([Al+]CC(C)C)C(C)C>C(Cl)Cl>[Cl:20][C:2]([Cl:1])([Cl:19])[CH2:3][O:4][C:5]([O:7][CH2:8][C:9]1[S:10][CH:11]=[C:12]([CH:14]=[O:15])[N:13]=1)=[O:6] |f:1.2|. Procedure details: To a solution of ethyl 2-(2,2,2-trichloroethoxycarbonyloxymethyl)thiazole-4-carboxylate (23 g) in CH2Cl2 (200 mL) is added a solution of diisobutylaluminum hydride (1.0 M in CH2Cl2, 120 mL) at −78° C. over 30 minutes. The resulting mixture is kept at −78° C. for 10 hours. The excess hydride is quenched with acetic acid (5 mL) and the reaction is warmed to ambient temperature, and the mixture is stirred with sat. aq. Rochelle's salt (150 mL) until the suspension clears. The organic layer is washe...